This data is from the Open Reaction Database (ORD), a public repository of structured organic reaction records. The task is: describe an organic reaction: reactants, conditions, products, and yield Starting materials: C1(=CC=C(C=C1)S(=O)(=O)OC[C@H]1COC=2C(=C3CC(NC3=C(C2)F)=O)O1)C ((R)-2-(Toluene-4-sulfonyloxymethyl)-6-fluoro-2,3,8,9-tetrahydro-7H-1,4-dioxino[2,3-e]indol-8-one), C12(CC3CC(CC(C1)C3)C2)CN (1-adamantylmethylamine). Solvent: C(C)(=O)OCC.CCCCCC (ethyl acetate hexane), CS(=O)C (DMSO). Yields the product C12(CC3CC(CC(C1)C3)C2)CNCC2COC=3C(=C1CC(NC1=C(C3)F)=O)O2 (2-{[(Adamantan-1-ylmethyl)-amino]-methyl}-6-fluoro-2,3,8,9-tetrahydro-7H-1,4-dioxino[2,3-e]indol-8-one). Yield: 72.5%. RXN SMILES: C1(C)C=CC(S(O[CH2:11][C@@H:12]2[O:26][C:16]3=[C:17]4[C:21](=[C:22]([F:24])[CH:23]=[C:15]3[O:14][CH2:13]2)[NH:20][C:19](=[O:25])[CH2:18]4)(=O)=O)=CC=1.[C:28]12([CH2:38][NH2:39])[CH2:37][CH:32]3[CH2:33][CH:34]([CH2:36][CH:30]([CH2:31]3)[CH2:29]1)[CH2:35]2>CS(C)=O.C(OCC)(=O)C.CCCCCC>[C:28]12([CH2:38][NH:39][CH2:11][CH:12]3[O:26][C:16]4=[C:17]5[C:21](=[C:22]([F:24])[CH:23]=[C:15]4[O:14][CH2:13]3)[NH:20][C:19](=[O:25])[CH2:18]5)[CH2:35][CH:34]3[CH2:33][CH:32]([CH2:31][CH:30]([CH2:36]3)[CH2:29]1)[CH2:37]2 |f:3.4|. Reported procedure: (R)-2-(Toluene-4-sulfonyloxymethyl)-6-fluoro-2,3,8,9-tetrahydro-7H-1,4-dioxino[2,3-e]indol-8-one (1.0 g, 2.5 mmole) and 1-adamantylmethylamine (1.6 g, 10 mmole) were combined in 30 ml of dry DMSO and heated at 80°-90° C. for 4 hours under an argon atmosphere. After cooling to room temperature, the mixture was diluted with 500 ml of 1:1 ethyl acetate/hexane and washed with 250 ml of saturated aqueous sodium bicarbonate and with two 250 ml portions of water, dried over sodium sulfate, filtered and... Starting materials: OC(CN)C(C1=CC=CC=C1)OC1=C(C=CC=C1)OC (2-hydroxy-3-(2-methoxy-phenoxy)-3-phenyl-propylamine), [H-].[Na+] (NaH), C(=O)([O-])[O-].[Na+].[Na+] (Na2CO3), ClCCI (2-chloro-1-iodo-ethane). The solvent is O (water), CN(C=O)C (dimethylformamide), C(C)(=O)OCC (ethyl acetate), CN(C=O)C (dimethylformamide). Run at temperature 50 celsius, time 1 hour. The product is COC1=C(OC(C2=CC=CC=C2)C2CNCCO2)C=CC=C1 (2-[α-(2-methoxy-phenoxy)-benzyl]-morpholine). Yield: 57.0%. As a reaction SMILES: [OH:1][CH:2]([CH:5]([O:12][C:13]1[CH:18]=[CH:17][CH:16]=[CH:15][C:14]=1[O:19][CH3:20])[C:6]1[CH:11]=[CH:10][CH:9]=[CH:8][CH:7]=1)[CH2:3][NH2:4].[H-].[Na+].Cl[CH2:24][CH2:25]I.C([O-])([O-])=O.[Na+].[Na+]>CN(C)C=O.C(OCC)(=O)C.O>[CH3:20][O:19][C:14]1[CH:15]=[CH:16][CH:17]=[CH:18][C:13]=1[O:12][CH:5]([CH:2]1[O:1][CH2:25][CH2:24][NH:4][CH2:3]1)[C:6]1[CH:11]=[CH:10][CH:9]=[CH:8][CH:7]=1 |f:1.2,4.5.6|. Reported procedure: To a solution of 2-hydroxy-3-(2-methoxy-phenoxy)-3-phenyl-propylamine (10 g) in anhydrous dimethylformamide (150 ml), 55% NaH (1.75 g) was added at room temperature. After stirring for 1 hours, a solution of 2-chloro-1-iodo-ethane (7 g) in dimethylformamide (50 ml) was added all at one time. The temperature was maintained at 50° C. for 1 hour then Na2CO3 (5.82 g) was added and the whole was maintained at 50° C. for a further 3 hours. The whole was poured into water and extraction made with ethyl... The reactants are CC(=O)OC(C)CCCCn1c(=O)c2c(ncn2Cc2ccccc2)n(C)c1=O, CC(=O)O, [H][H]. Yields the product CC(=O)OC(C)CCCCn1c(=O)c2[nH]cnc2n(C)c1=O. As a reaction SMILES: [C:1]([CH3:2])(=[O:3])[O:4][CH:5]([CH2:6][CH2:7][CH2:8][CH2:9][n:10]1[c:11](=[O:12])[n:13]([CH3:28])[c:14]2[n:15][cH:16][n:17]([CH2:21][c:22]3[cH:23][cH:24][cH:25][cH:26][cH:27]3)[c:18]2[c:19]1=[O:20])[CH3:29].[CH3:32][C:33](=[O:34])[OH:35].[H:30][H:31]>>[C:1]([CH3:2])(=[O:3])[O:4][CH:5]([CH2:6][CH2:7][CH2:8][CH2:9][n:10]1[c:11](=[O:12])[n:13]([CH3:28])[c:14]2[n:15][cH:16][nH:17][c:18]2[c:19]1=[O:20])[CH3:29]. The reactants are NOS(=O)(=O)C1=C(C=C(C=C1C)C)C (2-[(aminooxy)sulfonyl]-1,3,5-trimethylbenzene), CC(C)(C)[Si](OCC1=CC=NC=C1)(C)C (4-({[(1,1-dimethylethyl)(dimethyl)silyl]oxy}-methyl)pyridine). The solvent is C(Cl)Cl (DCM), C(Cl)Cl (DCM). Run at time 45 minute. Yields the product CC1=C(C(=CC(=C1)C)C)S(=O)(=O)[O-].N[N+]1=CC=C(C=C1)CO[Si](C)(C)C(C)(C)C (1-Amino-4-({[(1,1-dimethylethyl)(dimethyl)silyl]oxy}methyl)pyridinium 2,4,6-trimethylbenzenesulfonate). RXN SMILES: [NH2:1][O:2][S:3]([C:6]1[C:11]([CH3:12])=[CH:10][C:9]([CH3:13])=[CH:8][C:7]=1[CH3:14])(=[O:5])=[O:4].[CH3:15][C:16]([Si:19]([CH3:29])([CH3:28])[O:20][CH2:21][C:22]1[CH:27]=[CH:26][N:25]=[CH:24][CH:23]=1)([CH3:18])[CH3:17]>C(Cl)Cl>[CH3:12][C:11]1[CH:10]=[C:9]([CH3:13])[CH:8]=[C:7]([CH3:14])[C:6]=1[S:3]([O-:5])(=[O:4])=[O:2].[NH2:1][N+:25]1[CH:26]=[CH:27][C:22]([CH2:21][O:20][Si:19]([C:16]([CH3:15])([CH3:17])[CH3:18])([CH3:29])[CH3:28])=[CH:23][CH:24]=1 |f:3.4|. Procedure details: A solution of 2-[(aminooxy)sulfonyl]-1,3,5-trimethylbenzene (4.05 g, 18.8 mmol) in DCM (60 mL) was cooled to 0° C. 4-({[(1,1-dimethylethyl)(dimethyl)silyl]oxy}-methyl)pyridine (3.50 g, 15.7 mmol) in DCM (2 mL) was added dropwise. Following complete addition, the mixture was stirred at rt for 45 min. The reaction mixture was evaporated under reduced pressure to give the product as a colorless foam. Reactants: [OH-].[Na+] (sodium hydroxide), C(#N)[BH3-].[Na+] (sodium cyanoborohydride), C(C1=CC=CC=C1)N1C(CCCC1)=O (Benzylpiperidone), FC1=CC=C(N)C=C1 (4-fluoroaniline). Reagents/catalysts: [Cl-].[Zn+2].[Cl-] (zinc chloride). The solvent is O (water), CO (methanol), C1(=CC=CC=C1)C (toluene), CO (methanol). Conditions: time 20 hour. The product is C(C1=CC=CC=C1)N1CCC(CC1)NC1=CC=C(C=C1)F (N-Benzyl-4-(4-fluoroanilino)piperidine). The yield is 93.2%. Reaction SMILES: [CH2:1]([N:8]1[CH2:13][CH2:12][CH2:11][CH2:10][C:9]1=O)[C:2]1[CH:7]=[CH:6][CH:5]=[CH:4][CH:3]=1.[F:15][C:16]1[CH:22]=[CH:21][C:19]([NH2:20])=[CH:18][CH:17]=1.C([BH3-])#N.[Na+].[OH-].[Na+]>C1(C)C=CC=CC=1.CO.[Cl-].[Zn+2].[Cl-].O>[CH2:1]([N:8]1[CH2:13][CH2:12][CH:11]([NH:20][C:19]2[CH:21]=[CH:22][C:16]([F:15])=[CH:17][CH:18]=2)[CH2:10][CH2:9]1)[C:2]1[CH:7]=[CH:6][CH:5]=[CH:4][CH:3]=1 |f:2.3,4.5,8.9.10|. Procedure details: Benzylpiperidone (2 g), dissolved in toluene (10 cc), is stirred under argon for 48 hours at room temperature in the presence of 4-fluoroaniline (1.4 g) and 5 Å molecular sieve (4 g). After filtration and concentration to dryness under reduced pressure (5.2 kPa), yellow crystals are obtained, which are then dissolved in methanol (30 cc). This solution is then added to a solution, cooled to 0°-5° C., of sodium cyanoborohydride (1.34 g) and zinc chloride (1.4 g) in methanol (20 cc). After 20 hours... Procedure: The reaction of the compound of the formula (II) with the compound of the formula (III) is carried out at a temperature between -30° C. and +10° C., preferably at about -5° C. This reaction will be described in detail hereinafter. At least 2 moles of chloromethyl chloroformate of the formula (III) [as calculated for 2,6-bis(hydroxymethyl)pyridine of the formula (II)] are dissolved in the desired solvent, preferably in chloroform, and a solution containing an organic base, preferably pyridine, in... Product: ClCOC(=O)OCC1=NC(=CC=C1)COC(=O)OCCl (2,6-bis(chloromethyloxy-carbonyloxymethyl)pyridine). The reactants are ( III ), OCC1=NC(=CC=C1)CO (2,6-bis(hydroxymethyl)pyridine), ( III ), OCC1=NC(=CC=C1)CO (2,6-bis(hydroxymethyl)pyridine), ( II ), N1=CC=CC=C1 (pyridine), ( II ), ( III ), ClC(=O)OCCl (chloromethyl chloroformate), ( II ). The yield is 95.0%. The solvent is desired solvent, C(Cl)(Cl)Cl (chloroform). As a reaction SMILES: Cl[C:2]([O:4][CH2:5][Cl:6])=[O:3].[OH:7][CH2:8][C:9]1[CH:14]=[CH:13][CH:12]=[C:11]([CH2:15][OH:16])[N:10]=1.N1C=CC=CC=1>C(Cl)(Cl)Cl>[Cl:6][CH2:5][O:4][C:2]([O:7][CH2:8][C:9]1[CH:14]=[CH:13][CH:12]=[C:11]([CH2:15][O:16][C:2]([O:4][CH2:5][Cl:6])=[O:3])[N:10]=1)=[O:3].